This data is from the Open Reaction Database (ORD), a public repository of structured organic reaction records. The task is: describe an organic reaction: reactants, conditions, products, and yield The reactants are C(O)([O-])=O.[Na+] (sodium hydrogen carbonate), ClC(=O)OCC1=CC=CC=C1 (benzyl chloroformate), C1=CC(=CC=C1N)O (p-aminophenol). Run in O1CCCC1 (tetrahydrofuran). Reaction conditions: time 16 hour. Product: OC1=CC=C(C=C1)NC(OCC1=CC=CC=C1)=O (benzyl (4-hydroxyphenyl)carbamate). Yield: 52.8%. As a reaction SMILES: [CH:1]1[C:6]([NH2:7])=[CH:5][CH:4]=[C:3]([OH:8])[CH:2]=1.C(=O)([O-])O.[Na+].Cl[C:15]([O:17][CH2:18][C:19]1[CH:24]=[CH:23][CH:22]=[CH:21][CH:20]=1)=[O:16]>O1CCCC1>[OH:8][C:3]1[CH:4]=[CH:5][C:6]([NH:7][C:15](=[O:16])[O:17][CH2:18][C:19]2[CH:24]=[CH:23][CH:22]=[CH:21][CH:20]=2)=[CH:1][CH:2]=1 |f:1.2|. Procedure: To a suspension of p-aminophenol (7.0 g, 63.9 mmol) in tetrahydrofuran (105 mL) was added saturated aqueous sodium hydrogen carbonate (70 mL), and benzyl chloroformate (12.0 g, 70.3 mmol) was added dropwise at 0° C. After stirring at room temperature for 16 hr, the reaction mixture was extracted with ethyl acetate (200 mL). The organic layer was washed with saturated brine (100 mL) and dried over anhydrous magnesium sulfate. The solvent was evaporated under reduced pressure. The residue was wash... The reactants are C(C)(C)(C)OC(NCCNCC1=CC=C(C=C1)F)=O ([2-(4-Fluoro-benzylamino)-ethyl]-carbamic acid tert-butyl ester), C([O-])([O-])=O.[K+].[K+] (potassium carbonate), BrC/C=C/C(=O)OC (methyl 4-bromocrotonate). The solvent is CC(=O)C (acetone), CC(=O)C (acetone). Product: COC(C=CCN(CC1=CC=C(C=C1)F)CCNC(=O)OC(C)(C)C)=O (4-[(2-tert-butoxycarbonylamino-ethyl)-(4-fluoro-benzyl)-amino]-but-2-enoic acid methyl ester). Yield: 89.2%. Reaction SMILES: [C:1]([O:5][C:6](=[O:19])[NH:7][CH2:8][CH2:9][NH:10][CH2:11][C:12]1[CH:17]=[CH:16][C:15]([F:18])=[CH:14][CH:13]=1)([CH3:4])([CH3:3])[CH3:2].C(=O)([O-])[O-].[K+].[K+].Br[CH2:27]/[CH:28]=[CH:29]/[C:30]([O:32][CH3:33])=[O:31]>CC(C)=O>[CH3:33][O:32][C:30](=[O:31])[CH:29]=[CH:28][CH2:27][N:10]([CH2:9][CH2:8][NH:7][C:6]([O:5][C:1]([CH3:4])([CH3:2])[CH3:3])=[O:19])[CH2:11][C:12]1[CH:17]=[CH:16][C:15]([F:18])=[CH:14][CH:13]=1 |f:1.2.3|. Reported procedure: [2-(4-Fluoro-benzylamino)-ethyl]-carbamic acid tert-butyl ester (7.0 g, 26.1 mmol) and potassium carbonate (7.2 g, 52.2 mmol) were stirred in acetone (150 mL). A mixture of methyl 4-bromocrotonate (4.7 g, 26.1 mmol, 3.1 mL) in acetone (50 mL) was added to this solution dropwise using an addition funnel. After 18 h the solution was filtered, concentrated and chromatographed on silica gel to yield the title compound as a yellow oil (8.53 g). The reactants are BrC=1C=C2C=CNC2=CC1 (5-bromoindole), C(C1=CC=CC=C1)Br (benzyl bromide), [OH-].[Na+] (NaOH), [OH-].[Na+] (NaOH). The solvent is CS(=O)C (DMSO), O (water). Product: C(C1=CC=CC=C1)N1C=CC2=CC(=CC=C12)Br (1-benzyl-5-bromoindole). Isolated yield 60.8%. As a reaction SMILES: [OH-].[Na+].[Br:3][C:4]1[CH:5]=[C:6]2[C:10](=[CH:11][CH:12]=1)[NH:9][CH:8]=[CH:7]2.[CH2:13](Br)[C:14]1[CH:19]=[CH:18][CH:17]=[CH:16][CH:15]=1>CS(C)=O.O>[CH2:13]([N:9]1[C:10]2[C:6](=[CH:5][C:4]([Br:3])=[CH:12][CH:11]=2)[CH:7]=[CH:8]1)[C:14]1[CH:19]=[CH:18][CH:17]=[CH:16][CH:15]=1 |f:0.1|. Procedure: To a stirred mixture of NaOH (204 mg., 5.1 mmol., 1 eq.) in DMSO (10 mL.) was added 5-bromoindole (1.0 g., 5.1 mmol., 1 eq.). The solution was stirred for 20 hours upon complete dissolution of the NaOH (approximately 1 h.). To this solution was added benzyl bromide (0.606 mL., 5.1 mmol., 1 eq.) via syringe. After 7 h. the mixture was diluted with water and extracted 4×with diethyl ether. The organic extracts were combined, dried over anhydrous MgSO4, filtered and concentrated in vacuo. The produ...